From a dataset of the Open Reaction Database (ORD), a public repository of structured organic reaction records. describe an organic reaction: reactants, conditions, products, and yield The reactants are CC1=NC=C(C(=N1)C)C(=O)OCC (ethyl 2,4-dimethylpyrimidine-5-carboxylate), [OH-].[Na+] (sodium hydroxide), Cl (HCl). The product is CC1=NC=C(C(=N1)C)C(=O)O (2,4-dimethylpyrimidine-5-carboxylic acid). RXN SMILES: [CH3:1][C:2]1[N:7]=[C:6]([CH3:8])[C:5]([C:9]([O:11]CC)=[O:10])=[CH:4][N:3]=1.[OH-].[Na+].Cl>>[CH3:1][C:2]1[N:7]=[C:6]([CH3:8])[C:5]([C:9]([OH:11])=[O:10])=[CH:4][N:3]=1 |f:1.2|. Procedure: Intermediate 54 (7.3 g, 40.5 mmol) dissolved in sodium hydroxide solution (4.86 g, 121.6 mmol in 10 ml water) and refluxed. The reaction mixture was cooled to rt and acidified with con HCl to obtain the solid. Solid that obtained was filtered and dried to obtain the title compound quantitatively as an yellow solid. 1H-NMR (δ ppm, DMSO-d6, 400 MHz): 13.5 (bs, 1H), 8.93 (s, 1H), 2.66 (s, 3H), 2.60 (s, 3H). The reactants are CC1(OCCO1)C1=CC=C(O1)CN1N=CC(=C1)N (1-[5-(2-methyl-[1,3]dioxolan-2-yl)-furan-2-ylmethyl]-1H-pyrazol-4-ylamine), C1(=C(C=CC=C1)/C=C/C(=O)O)C ((E)-3-o-tolyl-acrylic acid). The product is C(C)(=O)C1=CC=C(O1)CN1N=CC(=C1)NC(\C=C\C1=C(C=CC=C1)C)=O ((E)-N-[1-(5-Acetyl-furan-2-ylmethyl)-1H-pyrazol-4-yl]-3-o-tolyl-acrylamide). RXN SMILES: [CH3:1][C:2]1([C:7]2[O:11][C:10]([CH2:12][N:13]3[CH:17]=[C:16]([NH2:18])[CH:15]=[N:14]3)=[CH:9][CH:8]=2)[O:6]CCO1.[C:19]1([CH3:30])[CH:24]=[CH:23][CH:22]=[CH:21][C:20]=1/[CH:25]=[CH:26]/[C:27](O)=[O:28]>>[C:2]([C:7]1[O:11][C:10]([CH2:12][N:13]2[CH:17]=[C:16]([NH:18][C:27](=[O:28])/[CH:26]=[CH:25]/[C:20]3[CH:21]=[CH:22][CH:23]=[CH:24][C:19]=3[CH3:30])[CH:15]=[N:14]2)=[CH:9][CH:8]=1)(=[O:6])[CH3:1]. Procedure: Following general procedure B followed by either C or D, starting from 1-[5-(2-methyl-[1,3]dioxolan-2-yl)-furan-2-ylmethyl]-1H-pyrazol-4-ylamine and (E)-3-o-tolyl-acrylic acid.